This data is from the Open Reaction Database (ORD), a public repository of structured organic reaction records. The task is: describe an organic reaction: reactants, conditions, products, and yield The reactants are C(C1=CC=CC=C1)OC(C1=CN=C(C=C1)C=1N=C(SC1)NC(=O)[C@H]1N(CCC1)C(=O)OCC1=CC=CC=C1)=O (6-{2-[((S)-1-Benzyloxycarbonyl-pyrrolidine-2-carbonyl)-amino]-thiazol-4-yl}-nicotinic acid benzyl ester), C(C1=CC=CC=C1)OC(=O)N1[C@@H](CCC1)C(NC=1SC(=CN1)C1=CC=C(C=C1)C(=O)O)=O ((S)-2-[5-(4-carboxy-phenyl)-thiazol-2-ylcarbamoyl]-pyrrolidine-1-carboxylic acid benzyl ester). Product: C(C1=CC=CC=C1)OC(=O)N1[C@@H](CCC1)C(=O)NC=1SC=C(N1)C1=NC=C(C(=O)O)C=C1 (6-{2-[((S)-1-Benzyloxycarbonyl-pyrrolidine-2-carbonyl)-amino]-thiazol-4-yl}-nicotinic acid). RXN SMILES: C([O:8][C:9](=[O:39])[C:10]1[CH:15]=[CH:14][C:13]([C:16]2[N:17]=[C:18]([NH:21][C:22]([C@@H:24]3[CH2:28][CH2:27][CH2:26][N:25]3[C:29]([O:31][CH2:32][C:33]3[CH:38]=[CH:37][CH:36]=[CH:35][CH:34]=3)=[O:30])=[O:23])[S:19][CH:20]=2)=[N:12][CH:11]=1)C1C=CC=CC=1.C(OC(N1CCC[C@H]1C(=O)NC1SC(C2C=CC(C(O)=O)=CC=2)=CN=1)=O)C1C=CC=CC=1>>[CH2:32]([O:31][C:29]([N:25]1[CH2:26][CH2:27][CH2:28][C@H:24]1[C:22]([NH:21][C:18]1[S:19][CH:20]=[C:16]([C:13]2[CH:14]=[CH:15][C:10]([C:9]([OH:39])=[O:8])=[CH:11][N:12]=2)[N:17]=1)=[O:23])=[O:30])[C:33]1[CH:34]=[CH:35][CH:36]=[CH:37][CH:38]=1. Reported procedure: Hydrolysis of 6-{2-[((S)-1-Benzyloxycarbonyl-pyrrolidine-2-carbonyl)-amino]-thiazol-4-yl}-nicotinic acid benzyl ester (0.075 g, 0.14 mmol) similar to the procedure described for the synthesis of Compound 5353 (Example 353), gave 6-{2-[((S)-1-Benzyloxycarbonyl-pyrrolidine-2-carbonyl)-amino]-thiazol-4-yl}-nicotinic acid.